Task: describe an organic reaction: reactants, conditions, products, and yield. Dataset: the Open Reaction Database (ORD), a public repository of structured organic reaction records Starting materials: [B] (boron), C(CCCCCCC\C=C/CCCCCCCC)N (oleylamine), C1C(C2=CC=CC=C2)O1 (styrene oxide), C1(=CC=CC=C1)C (toluene). Run in O (water). Product: heterocyclic compound, C(CCCCCCC\C=C/CCCCCCCC)N.C1C(C2=CC=CC=C2)O1 (oleylamine styrene oxide). As a reaction SMILES: [B].[CH2:2]([NH2:20])[CH2:3][CH2:4][CH2:5][CH2:6][CH2:7][CH2:8][CH2:9]/[CH:10]=[CH:11]\[CH2:12][CH2:13][CH2:14][CH2:15][CH2:16][CH2:17][CH2:18][CH3:19].[CH2:21]1[O:29][CH:22]1[C:23]1[CH:28]=[CH:27][CH:26]=[CH:25][CH:24]=1.C1(C)C=CC=CC=1>O>[CH2:2]([NH2:20])[CH2:3][CH2:4][CH2:5][CH2:6][CH2:7][CH2:8][CH2:9]/[CH:10]=[CH:11]\[CH2:12][CH2:13][CH2:14][CH2:15][CH2:16][CH2:17][CH2:18][CH3:19].[CH2:21]1[O:29][CH:22]1[C:23]1[CH:28]=[CH:27][CH:26]=[CH:25][CH:24]=1 |f:5.6|. Procedure: A sulfurized, boron-containing, heterocyclic compound is prepared by mixing 12 grams of oleylamine, 9.6 grams of styrene oxide and 200 ml of toluene for 30 minutes at room temperature (25° C.) in a single-necked one-liter round-bottomed flask. The flask is placed in a heating mantle and equipped with a water-cooled condenser. The mixture is heated under reflux for three hours producing an oleylamine/styrene oxide adduct.